describe an organic reaction: reactants, conditions, products, and yield From a dataset of the Open Reaction Database (ORD), a public repository of structured organic reaction records. Starting materials: CN1C(N(C(C=C1N1CCN(CC1)CCCOC1=C(C=C(C=C1)SC)[N+](=O)[O-])=O)C)=O (1,3-dimethyl-6-[4-(3-[4-methylthio-2-nitrophenyloxy]propyl)piperazin-1-yl]-2,4(1H,3H)-pyrimidinedione), stannic chloride. Solvent: C(C)O (ethanol). Run at temperature 70 celsius, time 30 minute. Product: CN1C(N(C(C=C1N1CCN(CC1)CCCOC1=C(C=C(C=C1)SC)N)=O)C)=O (1,3-dimethyl-6-[4-(3-[2-amino-4-methylmercaptophenoxy]propyl)piperazin-1-yl]-2,4(1H,3H)-pyrimidinedione). The yield is 33.2%. As a reaction SMILES: [CH3:1][N:2]1[C:7]([N:8]2[CH2:13][CH2:12][N:11]([CH2:14][CH2:15][CH2:16][O:17][C:18]3[CH:23]=[CH:22][C:21]([S:24][CH3:25])=[CH:20][C:19]=3[N+:26]([O-])=O)[CH2:10][CH2:9]2)=[CH:6][C:5](=[O:29])[N:4]([CH3:30])[C:3]1=[O:31]>C(O)C>[CH3:1][N:2]1[C:7]([N:8]2[CH2:13][CH2:12][N:11]([CH2:14][CH2:15][CH2:16][O:17][C:18]3[CH:23]=[CH:22][C:21]([S:24][CH3:25])=[CH:20][C:19]=3[NH2:26])[CH2:10][CH2:9]2)=[CH:6][C:5](=[O:29])[N:4]([CH3:30])[C:3]1=[O:31]. Procedure details: 2.0 g of the Compound v obtained in Reference Example 17 was dissolved in 20 ml of ethanol, and 4.5 g of stannic chloride (II) was added dropwise. The solution was heated up to 70° C. and then stirred for 30 minutes. The precipitated insolubles were removed by filtration, and the filtrate was then diluted with 100 ml of chloroform. Next, 20 ml of a 1N aqueous sodium hydroxide solution was added to the solution, followed by stirring vigorously. The formed insolubles were removed by filtration, an...